This data is from the Open Reaction Database (ORD), a public repository of structured organic reaction records. The task is: describe an organic reaction: reactants, conditions, products, and yield The reactants are CO, COC(=O)c1cccc(C(C)Nc2cncc(Cl)n2)c1, ClCCl, [Na+], [OH-]. The product is CC(Nc1cncc(Cl)n1)c1cccc(C(=O)O)c1. As a reaction SMILES: [CH3:23][OH:24].[Cl:1][c:2]1[cH:3][n:4][cH:5][c:6]([NH:8][CH:9]([CH3:10])[c:11]2[cH:12][c:13]([C:14](=[O:15])[O:16][CH3:17])[cH:18][cH:19][cH:20]2)[n:7]1.[Cl:25][CH2:26][Cl:27].[Na+:22].[OH-:21]>>[Cl:1][c:2]1[cH:3][n:4][cH:5][c:6]([NH:8][CH:9]([CH3:10])[c:11]2[cH:12][c:13]([C:14](=[O:15])[OH:16])[cH:18][cH:19][cH:20]2)[n:7]1. The reactants are O (water), ClC1=NC=C(C(=N1)N[C@@H]1CN(CC1)C(=O)OC(C)(C)C)C1=CC=CC=C1 ((S)-tert-butyl 3-(2-chloro-5-phenylpyrimidin-4-ylamino)pyrrolidine-1-carboxylate), OC1=C(C=CC=C1)B(O)O (2-hydroxyphenylboronic acid), C(=O)([O-])[O-].[Na+].[Na+] (Na2CO3). Reagents/catalysts: [Pd] (palladium). Solvent: COCCOC (DME). Yields the product OC1=C(C=CC=C1)C1=NC=C(C(=N1)N[C@@H]1CN(CC1)C(=O)OC(C)(C)C)C1=CC=CC=C1 ((S)-tert-butyl 3-(2-(2-hydroxyphenyl)-5-phenylpyrimidin-4-ylamino)pyrrolidine-1-carboxylate). Yield: 88.4%. RXN SMILES: Cl[C:2]1[N:7]=[C:6]([NH:8][C@H:9]2[CH2:13][CH2:12][N:11]([C:14]([O:16][C:17]([CH3:20])([CH3:19])[CH3:18])=[O:15])[CH2:10]2)[C:5]([C:21]2[CH:26]=[CH:25][CH:24]=[CH:23][CH:22]=2)=[CH:4][N:3]=1.[OH:27][C:28]1[CH:33]=[CH:32][CH:31]=[CH:30][C:29]=1B(O)O.C([O-])([O-])=O.[Na+].[Na+].O>[Pd].COCCOC>[OH:27][C:28]1[CH:33]=[CH:32][CH:31]=[CH:30][C:29]=1[C:2]1[N:7]=[C:6]([NH:8][C@H:9]2[CH2:13][CH2:12][N:11]([C:14]([O:16][C:17]([CH3:20])([CH3:19])[CH3:18])=[O:15])[CH2:10]2)[C:5]([C:21]2[CH:26]=[CH:25][CH:24]=[CH:23][CH:22]=2)=[CH:4][N:3]=1 |f:2.3.4|. Procedure: A mixture of (S)-tert-butyl 3-(2-chloro-5-phenylpyrimidin-4-ylamino)pyrrolidine-1-carboxylate (0.153 g, 0.408 mmol), 2-hydroxyphenylboronic acid (0.169 g, 1.24 mmol), palladium catalyst (0.013 g, 0.020 mmol) and 1 M aqueous Na2CO3 (0.82 mL, 0.82 mmol) in DME (4 mL) was refluxed for 24 hours. After cooling, water (50 mL) was added and the aqueous phase was extracted with diethyl ether (3×50 mL). The combined organic extracts were dried (MgSO4) and concentrated. The crude product was purified by s... The reactants are 726g, C(C)C(C=O)=CCCC (2-ethyl-2-hexenal), C=O (formalin), CO (methanol), aqueous solution, [OH-].[Na+] (sodium hydroxide). The solvent is COCCOCCOC (diethylene glycol dimethyl ether). Run at temperature 50 celsius, time 3 hour. Yields the product C(C)C(C=O)=CC(CO)CC (2,4-diethyl-5-hydroxy-2-pentenal), C(C)C=1C(OCC(C1)CC)O (3,5-diethyl-5,6-dihydro-2H-2-pyranol). As a reaction SMILES: [CH2:1]([C:3](=[CH:6][CH2:7][CH2:8][CH3:9])[CH:4]=[O:5])[CH3:2].[CH2:10]=[O:11].CO.[OH-:14].[Na+]>COCCOCCOC>[CH2:1]([C:3](=[CH:6][CH:7]([CH2:8][CH3:9])[CH2:10][OH:11])[CH:4]=[O:5])[CH3:2].[CH2:8]([C:7]1[CH:10]([OH:14])[O:11][CH2:4][CH:3]([CH2:1][CH3:2])[CH:6]=1)[CH3:9] |f:3.4|. Procedure details: To a mixture of 726g of 2-ethyl-2-hexenal (purity: 99.0%, 5.7 mol), 308 g (3.8 mol) of 37% formalin, and 517 g of methanol heated to 50° C. was added dropwise with stirring 60.8 g (0.38 mol) of a 25% aqueous solution of sodium hydroxide over one hour. After the dropping was completed, the mixture was further stirred at 50° C. for 3 hours. The reaction mixture was analyzed by gas chromatography (the internal standard method with diethylene glycol dimethyl ether as an internal standard), and the y... The reactants are C(CCCCCCC)OC1=CC=C(C=C1)N1CCN(CC1)C1=CC=C(C#N)C=C1 (4-[4-(4-Octyloxyphenyl)piperazin-1-yl]benzonitrile), C(C)(=O)O (acetic acid), O (water). Run in OS(=O)(=O)O (H2SO4). Product: C(CCCCCCC)OC1=CC=C(C=C1)N1CCN(CC1)C1=CC=C(C(=O)O)C=C1 (4-[4-(4-Octyloxyphenyl)piperazin-1-yl]benzoic acid). Reaction SMILES: [CH2:1]([O:9][C:10]1[CH:15]=[CH:14][C:13]([N:16]2[CH2:21][CH2:20][N:19]([C:22]3[CH:29]=[CH:28]C(C#N)=[CH:24][CH:23]=3)[CH2:18][CH2:17]2)=[CH:12][CH:11]=1)[CH2:2][CH2:3][CH2:4][CH2:5][CH2:6][CH2:7][CH3:8].O.[C:31]([OH:34])(=[O:33])[CH3:32]>OS(O)(=O)=O>[CH2:1]([O:9][C:10]1[CH:15]=[CH:14][C:13]([N:16]2[CH2:21][CH2:20][N:19]([C:22]3[CH:29]=[CH:28][C:32]([C:31]([OH:34])=[O:33])=[CH:24][CH:23]=3)[CH2:18][CH2:17]2)=[CH:12][CH:11]=1)[CH2:2][CH2:3][CH2:4][CH2:5][CH2:6][CH2:7][CH3:8]. Reported procedure: A solution of 4-[4-(4-Octyloxyphenyl)piperazin-1-yl]benzonitrile (0.5 g) in 20% H2SO4 aqueous solution (30 ml) and acetic acid (20 ml) was refluxed for 9 hours. The reaction mixture was pulverized with water. The precipitate was collected by filtration, and added to a mixture of water, tetrahydrofuran and ethyl acetate, and adjusted to pH 2.5 with 1N NaOH aqueous solution. The organic layer was taken, and dried over magnesium sulfate. The magnesium sulfate was filtered off, and the filtrate was ... The reactants are C, CCOC(=O)C1(N(C(=O)CNC)C(=O)OCc2ccccc2)CCc2ccccc2C1, CCO, [Pd]. As a reaction SMILES: [C:35].[CH2:1]([O:2][C:3](=[O:4])[N:11]([C:12]([CH2:13][NH:14][CH3:15])=[O:16])[C:17]1([C:27](=[O:28])[O:29][CH2:30][CH3:31])[CH2:18][c:19]2[cH:20][cH:21][cH:22][cH:23][c:24]2[CH2:25][CH2:26]1)[c:5]1[cH:6][cH:7][cH:8][cH:9][cH:10]1.[CH3:32][CH2:33][OH:34].[Pd:36]>>[NH:11]([C:12]([CH2:13][NH:14][CH3:15])=[O:16])[C:17]1([C:27](=[O:28])[O:29][CH2:30][CH3:31])[CH2:18][c:19]2[cH:20][cH:21][cH:22][cH:23][c:24]2[CH2:25][CH2:26]1. Product: CCOC(=O)C1(NC(=O)CNC)CCc2ccccc2C1. Reactants: O1C(=NC2=C1C=CC=C2)C=2C=CC(=C(C2)C2=CC(=CC=C2)C#N)CBr (5′-(1,3-benzoxazol-2-yl)-2′-(bromomethyl)-1,1′-biphenyl-3-carbonitrile), [C-]#N.[Na+] (sodium cyanide), O (H2O). Run in CN(C)C=O.O (DMF H2O), CN(C)C=O (DMF). Run at time 3 hour. The product is O1C(=NC2=C1C=CC=C2)C=2C=CC(=C(C2)C2=CC(=CC=C2)C#N)CC#N (5′-(1,3-benzoxazol-2-yl)-2′-(cyanomethyl)-1,1′-biphenyl-3-carbonitrile). RXN SMILES: [O:1]1[C:5]2[CH:6]=[CH:7][CH:8]=[CH:9][C:4]=2[N:3]=[C:2]1[C:10]1[CH:11]=[CH:12][C:13]([CH2:24]Br)=[C:14]([C:16]2[CH:21]=[CH:20][CH:19]=[C:18]([C:22]#[N:23])[CH:17]=2)[CH:15]=1.[C-:26]#[N:27].[Na+].O>CN(C=O)C.O.CN(C=O)C>[O:1]1[C:5]2[CH:6]=[CH:7][CH:8]=[CH:9][C:4]=2[N:3]=[C:2]1[C:10]1[CH:11]=[CH:12][C:13]([CH2:24][C:26]#[N:27])=[C:14]([C:16]2[CH:21]=[CH:20][CH:19]=[C:18]([C:22]#[N:23])[CH:17]=2)[CH:15]=1 |f:1.2,4.5|. Procedure: A mixture of 5′-(1,3-benzoxazol-2-yl)-2′-(bromomethyl)-1,1′-biphenyl-3-carbonitrile (183 mg, 0.47 mmol) and sodium cyanide (46 mg, 0.94 mmol) in DMF:H2O (5:1, 18 mL) and DMF (20 mL) was stirred at rt for 3 h. H2O was added to the reaction mixture and it was extracted with EtOAc (3×). The organics were combined, washed with brine (2×), dried over Na2SO4, and evaporated to dryness to give an orange oil. The crude was purified by flash chromatography on silica gel eluting with a gradient of EtOAc:h... Reactants: CCOC(=O)Cn1ccc2ccc(OCCCC#Cc3cccc(C(F)(F)F)c3)cc21, [Li+], [OH-]. RXN SMILES: [CH2:1]([CH3:2])[O:3][C:4]([CH2:5][n:6]1[cH:7][cH:8][c:9]2[cH:10][cH:11][c:12]([O:15][CH2:16][CH2:17][CH2:18][C:19]#[C:20][c:21]3[cH:22][c:23]([C:27]([F:28])([F:29])[F:30])[cH:24][cH:25][cH:26]3)[cH:13][c:14]12)=[O:31].[Li+:33].[OH-:32]>>[O:3]=[C:4]([CH2:5][n:6]1[cH:7][cH:8][c:9]2[cH:10][cH:11][c:12]([O:15][CH2:16][CH2:17][CH2:18][C:19]#[C:20][c:21]3[cH:22][c:23]([C:27]([F:28])([F:29])[F:30])[cH:24][cH:25][cH:26]3)[cH:13][c:14]12)[OH:31]. The product is O=C(O)Cn1ccc2ccc(OCCCC#Cc3cccc(C(F)(F)F)c3)cc21. Starting materials: ClCC1=CC=C(C#N)C=C1 (4-(chloromethyl)benzonitrile), BrCC1=CC(=CC=C1)F (1-(bromomethyl)-3-fluorobenzene), C(C1=CC=CC=C1)NC(=O)C1=C(N=C(S1)N1C(NCC1)=O)C (N-benzyl-4-methyl-2-(2-oxoimidazolidin-1-yl)thiazole-5-carboxamide). Product: C(C1=CC=CC=C1)NC(=O)C1=C(N=C(S1)N1C(N(CC1)CC1=CC(=CC=C1)F)=O)C (N-benzyl-2-(3-(3-fluorobenzyl)-2-oxoimidazolidin-1-yl)-4-methylthiazole-5-carboxamide). Yield: 8.0%. RXN SMILES: ClCC1C=CC(C#N)=CC=1.Br[CH2:12][C:13]1[CH:18]=[CH:17][CH:16]=[C:15]([F:19])[CH:14]=1.[CH2:20]([NH:27][C:28]([C:30]1[S:34][C:33]([N:35]2[CH2:39][CH2:38][NH:37][C:36]2=[O:40])=[N:32][C:31]=1[CH3:41])=[O:29])[C:21]1[CH:26]=[CH:25][CH:24]=[CH:23][CH:22]=1>>[CH2:20]([NH:27][C:28]([C:30]1[S:34][C:33]([N:35]2[CH2:39][CH2:38][N:37]([CH2:12][C:13]3[CH:18]=[CH:17][CH:16]=[C:15]([F:19])[CH:14]=3)[C:36]2=[O:40])=[N:32][C:31]=1[CH3:41])=[O:29])[C:21]1[CH:26]=[CH:25][CH:24]=[CH:23][CH:22]=1. Procedure details: Following the procedure as described in Example 23, making variations as required to replace 4-(chloromethyl)benzonitrile with 1-(bromomethyl)-3-fluorobenzene to react with N-benzyl-4-methyl-2-(2-oxoimidazolidin-1-yl)thiazole-5-carboxamide, the title compound was obtained as a colorless solid in 8% yield: mp 155-156° C. (ethyl acetate); 1H NMR (300 MHz, CDCl3) δ 7.40-7.27 (m, 6H), 7.06-6.96 (m, 3H), 5.87 (t, J=5.7 Hz, 1H), 4.56 (d, J=5.7 Hz, 2H), 4.45 (s, 2H), 4.10-4.05 (m, 2H), 3.49-3.43 (m, 2H...